The task is: describe an organic reaction: reactants, conditions, products, and yield. This data is from the Open Reaction Database (ORD), a public repository of structured organic reaction records. Starting materials: CN(C)CC1=CC(=NC=C1)CSCCN (2-(4-dimethylaminomethyl-2-pyridylmethylthio)ethylamine), [N+](=O)([O-])NC1=NC=C(C(N1)=O)CC=1C=NC(=CC1)C (2-nitroamino-5-(6-methyl-3-pyridylmethyl)-4-pyrimidone). Solvent: N1=CC=CC=C1 (pyridine). Yields the product CN(C)CC1=CC(=NC=C1)CSCCNC1=NC=C(C(N1)=O)CC=1C=NC(=CC1)C (2-[2-(4-dimethylaminomethyl-2-pyridylmethylthio)ethylamino]-5-(6-methyl-3-pyridylmethyl)-4-pyrimidone). Isolated yield 61.6%. RXN SMILES: [CH3:1][N:2]([CH2:4][C:5]1[CH:10]=[CH:9][N:8]=[C:7]([CH2:11][S:12][CH2:13][CH2:14][NH2:15])[CH:6]=1)[CH3:3].[N+](N[C:20]1[NH:25][C:24](=[O:26])[C:23]([CH2:27][C:28]2[CH:29]=[N:30][C:31]([CH3:34])=[CH:32][CH:33]=2)=[CH:22][N:21]=1)([O-])=O>N1C=CC=CC=1>[CH3:3][N:2]([CH2:4][C:5]1[CH:10]=[CH:9][N:8]=[C:7]([CH2:11][S:12][CH2:13][CH2:14][NH:15][C:20]2[NH:25][C:24](=[O:26])[C:23]([CH2:27][C:28]3[CH:29]=[N:30][C:31]([CH3:34])=[CH:32][CH:33]=3)=[CH:22][N:21]=2)[CH:6]=1)[CH3:1]. Procedure: A solution of 2-(4-dimethylaminomethyl-2-pyridylmethylthio)ethylamine (0.5 g) and 2-nitroamino-5-(6-methyl-3-pyridylmethyl)-4-pyrimidone (0.7 g) in pyridine (3 ml) was heated under reflux for 3.5 hours and evaporated to dryness. The residue was purified by elution from a column of silica gel with ethyl acetate:ethanol:28% w/w aqueous ammonia (by volume 10:15:2) and recrystallisation from acetonitrile to give 2-[2-(4-dimethylaminomethyl-2-pyridylmethylthio)ethylamino]-5-(6-methyl-3-pyridylmethyl)... Starting materials: CC(C)(C)Nc1ccc(C(F)(F)F)cc1[N+](=O)[O-], CCOC(C)=O, [Pd]. Yields the product CC(C)(C)Nc1ccc(C(F)(F)F)cc1N. Reaction SMILES: [C:1]([CH3:2])([CH3:3])([CH3:4])[NH:5][c:6]1[c:7]([N+:16]([O-:17])=[O:18])[cH:8][c:9]([C:12]([F:13])([F:14])[F:15])[cH:10][cH:11]1.[CH3:20][CH2:21][O:22][C:23](=[O:24])[CH3:25].[Pd:19]>>[C:1]([CH3:2])([CH3:3])([CH3:4])[NH:5][c:6]1[c:7]([NH2:16])[cH:8][c:9]([C:12]([F:13])([F:14])[F:15])[cH:10][cH:11]1.